Dataset: the Open Reaction Database (ORD), a public repository of structured organic reaction records. Task: describe an organic reaction: reactants, conditions, products, and yield The reactants are C=CCN, ClCCl, CC#N, O=C(Cl)c1cc(-c2cccnc2)n2c1CSC2, Cl. Yields the product C=CCNC(=O)c1cc(-c2cccnc2)n2c1CSC2. RXN SMILES: [CH2:1]([CH:2]=[CH2:3])[NH2:4].[CH2:26]([Cl:27])[Cl:28].[CH3:23][C:24]#[N:25].[Cl:6][C:7](=[O:8])[c:9]1[cH:10][c:11](-[c:17]2[cH:18][n:19][cH:20][cH:21][cH:22]2)[n:12]2[c:16]1[CH2:15][S:14][CH2:13]2.[ClH:5]>>[CH2:1]([CH:2]=[CH2:3])[NH:4][C:7](=[O:8])[c:9]1[cH:10][c:11](-[c:17]2[cH:18][n:19][cH:20][cH:21][cH:22]2)[n:12]2[c:16]1[CH2:15][S:14][CH2:13]2. The reactants are N#Cc1ccc(C(=O)Cl)cc1, CC(C)=O, [NH4+], N#C[S-]. Yields the product N#Cc1ccc(C(=O)N=C=S)cc1. RXN SMILES: [C:1](#[N:2])[c:3]1[cH:4][cH:5][c:6]([C:7](=[O:8])[Cl:9])[cH:10][cH:11]1.[CH3:16][C:17](=[O:18])[CH3:19].[NH4+:15].[S-:12][C:13]#[N:14]>>[C:1](#[N:2])[c:3]1[cH:4][cH:5][c:6]([C:7](=[O:8])[N:14]=[C:13]=[S:12])[cH:10][cH:11]1. The reactants are N#Cc1ccc(CBr)cc1, O=C([O-])[O-], CCO, NC(c1ccccc1)c1ccccc1, Cl, [K+], [K+]. Product: N#Cc1ccc(CNC(c2ccccc2)c2ccccc2)cc1, Cl. Reaction SMILES: [C:1](#[N:2])[c:3]1[cH:4][cH:5][c:6]([CH2:7][Br:8])[cH:9][cH:10]1.[C:25](=[O:26])([O-:27])[O-:28].[CH3:32][CH2:33][OH:34].[CH:11]([c:12]1[cH:13][cH:14][cH:15][cH:16][cH:17]1)([c:18]1[cH:19][cH:20][cH:21][cH:22][cH:23]1)[NH2:24].[ClH:31].[K+:29].[K+:30]>>[C:1](#[N:2])[c:3]1[cH:4][cH:5][c:6]([CH2:7][NH:24][CH:11]([c:12]2[cH:13][cH:14][cH:15][cH:16][cH:17]2)[c:18]2[cH:19][cH:20][cH:21][cH:22][cH:23]2)[cH:9][cH:10]1.[ClH:31]. The reactants are CCO, O=C(CCCl)N1CCCC1, [K+], N#C[S-]. The product is N#CSCCC(=O)N1CCCC1. RXN SMILES: [CH3:15][CH2:16][OH:17].[Cl:1][CH2:2][CH2:3][C:4](=[O:5])[N:6]1[CH2:7][CH2:8][CH2:9][CH2:10]1.[K+:11].[S-:12][C:13]#[N:14]>>[CH2:2]([CH2:3][C:4](=[O:5])[N:6]1[CH2:7][CH2:8][CH2:9][CH2:10]1)[S:12][C:13]#[N:14]. Reactants: CCOC(=O)c1cn2cc(-c3csc(NC(=O)OC(C)(C)C)n3)ccc2n1, CC(C)(C)OC(=O)Nc1cccc(-c2ccc3nc(C(=O)O)cn3c2)n1. Yields the product CC(C)(C)OC(=O)Nc1nc(-c2ccc3nc(C(=O)O)cn3c2)cs1. RXN SMILES: [CH3:1][C:2]([CH3:3])([O:4][C:5](=[O:6])[NH:7][c:8]1[s:9][cH:10][c:11](-[c:13]2[cH:14][cH:15][c:16]3[n:17]([cH:18]2)[cH:19][c:20]([C:22](=[O:23])[O:24][CH2:25][CH3:26])[n:21]3)[n:12]1)[CH3:27].[CH3:28][C:29]([CH3:30])([O:31][C:32]([NH:33][c:34]1[n:35][c:36](-[c:37]2[cH:38][cH:39][c:40]3[n:41]([cH:42][c:43]([C:44]([OH:45])=[O:46])[n:47]3)[cH:48]2)[cH:49][cH:50][cH:51]1)=[O:52])[CH3:53]>>[CH3:1][C:2]([CH3:3])([O:4][C:5](=[O:6])[NH:7][c:8]1[s:9][cH:10][c:11](-[c:13]2[cH:14][cH:15][c:16]3[n:17]([cH:18]2)[cH:19][c:20]([C:22](=[O:23])[OH:24])[n:21]3)[n:12]1)[CH3:27]. The reactants are OC=1C=C(C(=O)OC)C=C(C1)OC (methyl 3-hydroxy-5-methoxybenzoate), C1C(C)O1 (propylene oxide), C(=O)([O-])[O-].[K+].[K+] (K2CO3). The solvent is CN(C)C=O (DMF). Run at temperature 100 celsius, time 8 hour. Yields the product O[C@@H](COC=1C=C(C(=O)OC)C=C(C1)OC)C ((R)-methyl 3-(2-hydroxypropoxy)-5-methoxybenzoate). Yield: 83.2%. Reaction SMILES: [OH:1][C:2]1[CH:3]=[C:4]([CH:9]=[C:10]([O:12][CH3:13])[CH:11]=1)[C:5]([O:7][CH3:8])=[O:6].[CH2:14]1[O:17][CH:15]1C.[C:18]([O-])([O-])=O.[K+].[K+]>CN(C=O)C>[OH:17][C@H:15]([CH3:14])[CH2:13][O:12][C:10]1[CH:9]=[C:4]([CH:3]=[C:2]([O:1][CH3:18])[CH:11]=1)[C:5]([O:7][CH3:8])=[O:6] |f:2.3.4|. Procedure details: To a solution of compound methyl 3-hydroxy-5-methoxybenzoate (Example 1, step i, 90 mg, 0.5 mmol) and propylene oxide (120 mg, 2 mmol) in DMF (2 ml) was added K2CO3 (280 mg, 2 mmol). The reaction mixture was stirred at 100° C. overnight. After cooling to ambient temperature, the mixture was filtered and the filtrate was concentrated under reduced pressure. The obtained residue was purified using normal phase chromatography, eluting with petroleum ether containing 50% ethyl acetate to give (R)-me... Reactants: FC=1C=C(N)C=CC1 (3-fluoroaniline), C=1C=CC2=C(C1)N=NN2O (HOBt), Cl.NCC(=O)N1CCC(CC1)OC1=C(C=CC(=C1)F)Cl (2-amino-1-[4-(2-chloro-5-fluoro-phenoxy)-piperidin-1-yl]-ethanone hydrochloride), CCN(C(C)C)C(C)C (DIPEA), FC=1C=C(C=CC1)N1N=NC(=C1)C(=O)O (1-(3-fluoro-phenyl)-1H-[1,2,3]triazole-4-carboxylic acid), Intermediate 64, CCN=C=NCCCN(C)C (EDCI). Run in CN(C)C=O (DMF), O (water). Reaction conditions: time 2 minute. Product: ClC1=C(OC2CCN(CC2)C(CNC(=O)C=2N=NN(C2)C2=CC(=CC=C2)F)=O)C=C(C=C1)F (1-(3-fluoro-phenyl)-1H-[1,2,3]triazole-4-carboxylic acid {2-[4-(2-chloro-5-fluoro-phenoxy)-piperidin-1-yl]-2-oxo-ethyl}-amide). The yield is 92.8%. Reaction SMILES: CCN(C(C)C)C(C)C.[F:10][C:11]1[CH:12]=[C:13]([N:17]2[CH:21]=[C:20]([C:22]([OH:24])=O)[N:19]=[N:18]2)[CH:14]=[CH:15][CH:16]=1.FC1C=C(C=CC=1)N.C1C=CC2N(O)N=NC=2C=1.CCN=C=NCCCN(C)C.Cl.[NH2:55][CH2:56][C:57]([N:59]1[CH2:64][CH2:63][CH:62]([O:65][C:66]2[CH:71]=[C:70]([F:72])[CH:69]=[CH:68][C:67]=2[Cl:73])[CH2:61][CH2:60]1)=[O:58]>CN(C=O)C.O>[Cl:73][C:67]1[CH:68]=[CH:69][C:70]([F:72])=[CH:71][C:66]=1[O:65][CH:62]1[CH2:63][CH2:64][N:59]([C:57](=[O:58])[CH2:56][NH:55][C:22]([C:20]2[N:19]=[N:18][N:17]([C:13]3[CH:14]=[CH:15][CH:16]=[C:11]([F:10])[CH:12]=3)[CH:21]=2)=[O:24])[CH2:60][CH2:61]1 |f:5.6|. Procedure details: DIPEA (168 mg, 1.3 mmol) was added to a stirred solution of 1-(3-fluoro-phenyl)-1H-[1,2,3]triazole-4-carboxylic acid (60 mg, 0.29 mmol) (prepared by the method used for the synthesis of Intermediate 64, starting from 3-fluoroaniline) in DMF (5 mL) followed by HOBt (43 mg, 0.32 mmol) and EDCI (139 mg, 0.72 mmol). After 2 minutes of stirring, 2-amino-1-[4-(2-chloro-5-fluoro-phenoxy)-piperidin-1-yl]-ethanone hydrochloride (103 mg, 0.32 mmol) was added and the resulting mixture was stirred at ambien...